This data is from the Open Reaction Database (ORD), a public repository of structured organic reaction records. The task is: describe an organic reaction: reactants, conditions, products, and yield The reactants are ClCC(CC(=O)OCC)=O (Ethyl 4-chloroacetoacetate), COC=1C=C(C=CC1)S (3-methoxythiophenol), C([O-])([O-])=O.[K+].[K+] (potassium carbonate). Solvent: CN(C)C=O (DMF). Run at time 2 hour. Yields the product C(C)OC(CC(CSC1=CC(=CC=C1)OC)=O)=O (4-(3-Methoxy-phenylsulfanyl)-3-oxo-butyric acid ethyl ester). As a reaction SMILES: Cl[CH2:2][C:3](=[O:10])[CH2:4][C:5]([O:7][CH2:8][CH3:9])=[O:6].[CH3:11][O:12][C:13]1[CH:14]=[C:15]([SH:19])[CH:16]=[CH:17][CH:18]=1.C(=O)([O-])[O-].[K+].[K+]>CN(C=O)C>[CH2:8]([O:7][C:5](=[O:6])[CH2:4][C:3](=[O:10])[CH2:2][S:19][C:15]1[CH:16]=[CH:17][CH:18]=[C:13]([O:12][CH3:11])[CH:14]=1)[CH3:9] |f:2.3.4|. Procedure details: Ethyl 4-chloroacetoacetate (32.6 g, 0.188 mol), 3-methoxythiophenol (25.1 g, 0.179 mol) and DMF (700 mL) are combined and degassed by bubbling nitrogen through the stirred mixture for about 10 min, then potassium carbonate (50 g, 0.36 mol) is added to the stirred mixture in one batch. This mixture is stirred under nitrogen at room temperature for 2 h, the mixture is filtered to remove potassium carbonate, then diluted with ethyl acetate. The resulting solution is washed with water, then 5% aq. N... Reaction SMILES: Cl[C:2]1[CH:7]=[N:6][C:5]([C:8]2[CH:13]=[CH:12][CH:11]=[CH:10][CH:9]=2)=[C:4]([C:14]2[CH:19]=[CH:18][CH:17]=[CH:16][CH:15]=2)[N:3]=1.[Si:20]([O:27][CH2:28][CH2:29][CH:30]1[CH2:35][CH2:34][CH2:33][NH:32][CH2:31]1)([C:23]([CH3:26])([CH3:25])[CH3:24])([CH3:22])[CH3:21]>>[Si:20]([O:27][CH2:28][CH2:29][CH:30]1[CH2:35][CH2:34][CH2:33][N:32]([C:2]2[CH:7]=[N:6][C:5]([C:8]3[CH:13]=[CH:12][CH:11]=[CH:10][CH:9]=3)=[C:4]([C:14]3[CH:19]=[CH:18][CH:17]=[CH:16][CH:15]=3)[N:3]=2)[CH2:31]1)([C:23]([CH3:25])([CH3:26])[CH3:24])([CH3:22])[CH3:21]. Reported procedure: In the same manner as in the step 1 of Example 9, except that 2-chloro-5,6-diphenylpyrazine was used in place of 2-chloro-5,6-di-p-tolylpyrazine and (±)-3-[2-(tert-butyldimethylsilyloxy)ethyl]piperidine was used in place of 4-(methylamino)-1-butanol, the desired compound was prepared. The product is [Si](C)(C)(C(C)(C)C)OCCC1CN(CCC1)C1=NC(=C(N=C1)C1=CC=CC=C1)C1=CC=CC=C1 ((±)-3-[2-(tert-butyldimethylsilyloxy)ethyl]-1-(5,6-diphenylpyrazin-2-yl)piperidine). Starting materials: ClC1=NC(=C(N=C1)C1=CC=CC=C1)C1=CC=CC=C1 (2-chloro-5,6-diphenylpyrazine), [Si](C)(C)(C(C)(C)C)OCCC1CNCCC1 ((±)-3-[2-(tert-butyldimethylsilyloxy)ethyl]piperidine).